From a dataset of the Open Reaction Database (ORD), a public repository of structured organic reaction records. describe an organic reaction: reactants, conditions, products, and yield Starting materials: ice water, BrCC(=O)Cl (Bromoacetyl chloride), CN1C(CCC2CC=CC=C12)=O (N-methyl-tetrahydroquinolin-2-one), [Al+3].[Cl-].[Cl-].[Cl-] (AlCl3). Solvent: C(Cl)Cl (methylene chloride), C(Cl)Cl (methylene chloride). Yields the product BrCC(=O)C=1C=C2CCC(N(C2=CC1)C)=O (6-(Bromoacetyl)-N-methyl-3,4-dihydrocarbostyril). RXN SMILES: [Br:1][CH2:2][C:3](Cl)=[O:4].[CH3:6][N:7]1[C:16]2[CH:11]([CH2:12][CH:13]=[CH:14][CH:15]=2)[CH2:10][CH2:9][C:8]1=[O:17].[Al+3].[Cl-].[Cl-].[Cl-]>C(Cl)Cl>[Br:1][CH2:2][C:3]([C:13]1[CH:12]=[C:11]2[C:16](=[CH:15][CH:14]=1)[N:7]([CH3:6])[C:8](=[O:17])[CH2:9][CH2:10]2)=[O:4] |f:2.3.4.5|. Procedure: Bromoacetyl chloride (28.3 g) is added dropwise to a suspension of N-methyl-tetrahydroquinolin-2-one (14.7 g) and AlCl3 (26.7 g) in methylene chloride (400 ml), and the reaction mixture is refluxed for 5 hours. The reaction mixture is cooled to RT, stirred with an ice/water mixture for 30 minutes, diluted with methylene chloride (200 ml) and separated. The aqueous layer is extracted with methylene chloride, and the combined organic extracts are washed with H2O, dried, filtered and concentrated i... The reactants are C1(=CC=CC=C1)P(C1=CC=CC=C1)C1=CC=CC=C1 (Triphenylphosphine), FC1=C(C(=CC=C1)F)B(O)O (2,6-difluorophenyl boronic acid), C([O-])([O-])=O.[Na+].[Na+] (sodium carbonate), C(C)(C)(C)NC([O-])=O.ClC1=CC=2CC3C(CNC3)C2C=C1 (N-tert-butylcarbamate 6-chloro-1,2,3,3a,8,8a-hexahydroindeno[1,2-c]pyrrole). The reagents and catalysts are C(C)(=O)[O-].[Pd+2].C(C)(=O)[O-] (palladium(II) acetate). Solvent: C(C)#N (acetonitrile). Run at temperature 80 celsius, time 24 hour. Product: FC1=C(C(=CC=C1)F)C1=CC=2CC3C(CNC3)C2C=C1 (6-(2,6-Difluorophenyl)-1,2,3,3a,8,8a-hexahydroindeno[1,2-c]pyrrole). As a reaction SMILES: C1(P(C2C=CC=CC=2)C2C=CC=CC=2)C=CC=CC=1.[F:20][C:21]1[CH:26]=[CH:25][CH:24]=[C:23]([F:27])[C:22]=1B(O)O.C(=O)([O-])[O-].[Na+].[Na+].C(NC(=O)[O-])(C)(C)C.Cl[C:46]1[CH:57]=[CH:56][C:55]2[CH:51]3[CH2:52][NH:53][CH2:54][CH:50]3[CH2:49][C:48]=2[CH:47]=1>C(#N)C.C([O-])(=O)C.[Pd+2].C([O-])(=O)C>[F:20][C:21]1[CH:26]=[CH:25][CH:24]=[C:23]([F:27])[C:22]=1[C:46]1[CH:57]=[CH:56][C:55]2[CH:51]3[CH2:52][NH:53][CH2:54][CH:50]3[CH2:49][C:48]=2[CH:47]=1 |f:2.3.4,5.6,8.9.10|. Procedure: Triphenylphosphine (2 mg), palladium(II) acetate (1 mg), 2,6-difluorophenyl boronic acid (20 mg, 0.12 mmol), and aqueous sodium carbonate (0.15 mL, 0.3 mmol) were added to a solution of (N-tert-butylcarbamate-6-chloro-1,2,3,3a,8,8a-hexahydroindeno[1,2-c]pyrrole (from Example 11, Step F) (30 mg, 0.1 mmol) in acetonitrile (1 mL), and stirred for 24 h at 80° C. The reaction mixture was concentrated, diluted with EtOAc (5 mL) and washed with H2O (5 mL). The organic extract was dried over MgSO4 and c... Starting materials: O (water), N=C1C(C(C(=O)C2=CC=CC=C2)=CC=C1NC(=S)NC(=O)OC)CC1=C(C=CC=C1)Cl (3-imino-(o-chlorophenyl)methyl-4-(3-carbomethoxythioureido)benzophenone), S(=O)(=O)(OC)OC (dimethyl sulfate), [H-].[Na+] (sodium hydride). Solvent: COCCOC (1,2-dimethoxyethane). Run at time 1 hour. Product: N=C1C(C(C(=O)C2=CC=CC=C2)=CC=C1NC(SC)=NC(=O)OC)CC1=C(C=CC=C1)Cl (3-imino-(o-chlorophenyl)methyl-4-(3-carbomethoxy-S-methylisothioureido)benzophenone). RXN SMILES: [NH:1]=[C:2]1[C:15]([NH:16][C:17]([NH:19][C:20]([O:22][CH3:23])=[O:21])=[S:18])=[CH:14][CH:13]=[C:4]([C:5]([C:7]2[CH:12]=[CH:11][CH:10]=[CH:9][CH:8]=2)=[O:6])[CH:3]1[CH2:24][C:25]1[CH:30]=[CH:29][CH:28]=[CH:27][C:26]=1[Cl:31].[H-].[Na+].S(OC)(O[CH3:38])(=O)=O.O>COCCOC>[NH:1]=[C:2]1[C:15]([NH:16][C:17](=[N:19][C:20]([O:22][CH3:23])=[O:21])[S:18][CH3:38])=[CH:14][CH:13]=[C:4]([C:5]([C:7]2[CH:8]=[CH:9][CH:10]=[CH:11][CH:12]=2)=[O:6])[CH:3]1[CH2:24][C:25]1[CH:30]=[CH:29][CH:28]=[CH:27][C:26]=1[Cl:31] |f:1.2|. Procedure: To a mixture of 3-imino-(o-chlorophenyl)methyl-4-(3-carbomethoxythioureido)benzophenone (4.52 g.; 0.01 mol) in 1,2-dimethoxyethane (50 ml.) there is added 57% sodium hydride (0.42 g.; 0.01 mol) (oil dispersion). The mixture is stirred at room temperature for one hour and there is then added dimethyl sulfate (1.26 g.; 0.01 mol). The mixture is stirred at room temperature for one hour and is poured into an excess of water. The suspension is filtered and the filter cake dried to afford 3-imino-(o-c... The reactants are O([Si](C1=CC=CC=C1)(C1=CC=CC=C1)C(C)(C)C)CC1=C(C=C(C=C1)COC1=CC=CC=C1)Cl (1-((tert-butyldiphenylsiloxy)methyl)-2-chloro-4-(phenoxymethyl)benzene), [F-].C(CCC)[N+](CCCC)(CCCC)CCCC.O1CCCC1 (tetrabutyl ammonium fluoride tetrahydrofuran), O (Water). The solvent is O1CCCC1 (tetrahydrofuran). Run at time 1.5 hour. The product is ClC1=C(CO)C=CC(=C1)COC1=CC=CC=C1 (2-chloro-4-(phenoxymethyl)benzyl alcohol). Isolated yield 95.2%. Reaction SMILES: [O:1]([CH2:19][C:20]1[CH:25]=[CH:24][C:23]([CH2:26][O:27][C:28]2[CH:33]=[CH:32][CH:31]=[CH:30][CH:29]=2)=[CH:22][C:21]=1[Cl:34])[Si](C(C)(C)C)(C1C=CC=CC=1)C1C=CC=CC=1.[F-].C([N+](CCCC)(CCCC)CCCC)CCC.O1CCCC1.O>O1CCCC1>[Cl:34][C:21]1[CH:22]=[C:23]([CH2:26][O:27][C:28]2[CH:33]=[CH:32][CH:31]=[CH:30][CH:29]=2)[CH:24]=[CH:25][C:20]=1[CH2:19][OH:1] |f:1.2.3|. Reported procedure: To a solution of 1-((tert-butyldiphenylsiloxy)methyl)-2-chloro-4-(phenoxymethyl)benzene (2.84 g) in tetrahydrofuran (14 ml) was added tetrabutyl ammonium fluoride/tetrahydrofuran solution (1.0 M, 7.0 ml) under ice-cooling and the mixture was stirred for 1.5 hr. Water was added to the reaction mixture and the resulting product was extracted twice with ethyl acetate. The organic layers were combined, washed successively with 1N hydrochloric acid, saturated aqueous sodium hydrogencarbonate solution...